This data is from the Open Reaction Database (ORD), a public repository of structured organic reaction records. The task is: describe an organic reaction: reactants, conditions, products, and yield Reactants: [Si](C)(C)(C(C)(C)C)OCC1=CC(=C(S1)C(N)=NO)CC (5-({[t-butyl(dimethyl)silyl]oxy}methyl)-3-ethyl-N′-hydroxythiophene-2-carboximidamide), C1(CCCCC1)N=C=NC1CCCCC1 (N,N′-dicyclohexylcarbodiimide), Example 10 ( 10e ), solution, [F-].C(CCC)[N+](CCCC)(CCCC)CCCC (tetrabutylammonium fluoride), O1CCCC1 (tetrahydrofuran), Example 10 ( 10d ), FC1=C(OC2=CC=C(C(=O)O)C=C2)C=CC=C1 (4-(2-fluorophenoxy)benzoic acid). Run in O (water), CCCCCC (hexane), ClCCl (dichloromethane). Product: C(C)C=1C=C(SC1C1=NOC(=N1)C1=CC=C(C=C1)OC1=C(C=CC=C1)F)CO ((4-Ethyl-5-{5-[4-(2-fluorophenoxy)phenyl]-1,2,4-oxadiazol-3-yl}-2-thienyl)methanol). Isolated yield 89.0%. Reaction SMILES: [Si]([O:8][CH2:9][C:10]1[S:14][C:13]([C:15](=[N:17][OH:18])[NH2:16])=[C:12]([CH2:19][CH3:20])[CH:11]=1)(C(C)(C)C)(C)C.[F:21][C:22]1[CH:37]=[CH:36][CH:35]=[CH:34][C:23]=1[O:24][C:25]1[CH:33]=[CH:32][C:28]([C:29](O)=O)=[CH:27][CH:26]=1.C1(N=C=NC2CCCCC2)CCCCC1.[F-].C([N+](CCCC)(CCCC)CCCC)CCC.O1CCCC1>ClCCl.O.CCCCCC>[CH2:19]([C:12]1[CH:11]=[C:10]([CH2:9][OH:8])[S:14][C:13]=1[C:15]1[N:16]=[C:29]([C:28]2[CH:32]=[CH:33][C:25]([O:24][C:23]3[CH:34]=[CH:35][CH:36]=[CH:37][C:22]=3[F:21])=[CH:26][CH:27]=2)[O:18][N:17]=1)[CH3:20] |f:3.4|. Procedure details: To a solution of 5-({[t-butyl(dimethyl)silyl]oxy}methyl)-3-ethyl-N′-hydroxythiophene-2-carboximidamide (0.16 g, 0.50 mmol) that was obtained in Example 10 (10d) and 4-(2-fluorophenoxy)benzoic acid (0.13 g, 0.55 mmol) that was obtained in Example 10 (10e) in dichloromethane (1.5 ml) was added N,N′-dicyclohexylcarbodiimide (0.11 g, 0.55 mmol) with stirring, and the resulting mixture was stirred at room temperature for 30 minutes. After stirring, hexane (2 ml) was added to the reaction mixture, and... Reactants: COCC(C)(C)C=O, [Cl-], N#C[K], N, [NH4+], O. Product: COCC(C)(C)C(N)C#N. Reaction SMILES: [CH3:6][O:7][CH2:8][C:9]([CH:10]=[O:11])([CH3:12])[CH3:13].[Cl-:1].[K:3][C:4]#[N:5].[NH3:15].[NH4+:2].[OH2:14]>>[NH2:2][CH:10]([C:4]#[N:5])[C:9]([CH2:8][O:7][CH3:6])([CH3:12])[CH3:13]. The reactants are ClC1=CC=C(C=2N3C(=NC21)N(CCC3)C=3C(=NC(=CC3)OC)C)C(O)C3CC3 ([9-chloro-1-(6-methoxy-2-methylpyridin-3-yl)-1,2,3,4-tetrahydropyrimido[1,2-a]benzimidazol-6-yl](cyclopropyl)methanol), N(=NC(=O)N1CCCCC1)C(=O)N1CCCCC1 (1,1′-(azodicarbonyl)dipiperidine), C(CCC)P(CCCC)CCCC (tributylphosphine), FC(CO)(F)F (2,2,2-trifluoroethanol). Solvent: O1CCCC1 (tetrahydrofuran). Run at temperature 60 celsius, time 10 minute. Yields the product ClC1=CC=C(C=2N3C(=NC21)N(CCC3)C=3C(=NC(=CC3)OC)C)C(OCC(F)(F)F)C3CC3 (9-Chloro-6-[cyclopropyl(2,2,2-trifluoroethoxy)methyl]-1-(6-methoxy-2-methylpyridin-3-yl)-1,2,3,4-tetrahydropyrimido[1,2-a]benzimidazole). The yield is 68.6%. RXN SMILES: [Cl:1][C:2]1[C:10]2[N:9]=[C:8]3[N:11]([C:15]4[C:16]([CH3:23])=[N:17][C:18]([O:21][CH3:22])=[CH:19][CH:20]=4)[CH2:12][CH2:13][CH2:14][N:7]3[C:6]=2[C:5]([CH:24]([CH:26]2[CH2:28][CH2:27]2)[OH:25])=[CH:4][CH:3]=1.N(C(N1CCCCC1)=O)=NC(N1CCCCC1)=O.C(P(CCCC)CCCC)CCC.[F:60][C:61]([F:65])([F:64])[CH2:62]O>O1CCCC1>[Cl:1][C:2]1[C:10]2[N:9]=[C:8]3[N:11]([C:15]4[C:16]([CH3:23])=[N:17][C:18]([O:21][CH3:22])=[CH:19][CH:20]=4)[CH2:12][CH2:13][CH2:14][N:7]3[C:6]=2[C:5]([CH:24]([CH:26]2[CH2:28][CH2:27]2)[O:25][CH2:62][C:61]([F:65])([F:64])[F:60])=[CH:4][CH:3]=1. Procedure: To a solution of [9-chloro-1-(6-methoxy-2-methylpyridin-3-yl)-1,2,3,4-tetrahydropyrimido[1,2-a]benzimidazol-6-yl](cyclopropyl)methanol (111.5 mg, 0.280 mmol) in tetrahydrofuran (2.8 mL) was added 1,1′-(azodicarbonyl)dipiperidine (141.1 mg, 0.559 mmol) and tributylphosphine (139.3 μL, 0.559 mmol). After 10 min, to the mixture was added 2,2,2-trifluoroethanol (204.0 μL, 2.800 mmol). The reaction mixture was stirred at 60° C. for 2 hrs. The mixture was concentrated. To the residue was added diethyl... The reactants are [H][H], CCCn1c(=O)c2[nH]c(Cc3nnn[nH]3)nc2n(CCc2ccc([N+](=O)[O-])cc2)c1=O, NN, O, [Pd]. The product is CCCn1c(=O)c2[nH]c(Cc3nnn[nH]3)nc2n(CCc2ccc(N)cc2)c1=O. Reaction SMILES: [H:35][H:36].[N+:1]([O-:2])(=[O:3])[c:4]1[cH:5][cH:6][c:7]([CH2:10][CH2:11][n:12]2[c:13](=[O:31])[n:14]([CH2:28][CH2:29][CH3:30])[c:15](=[O:27])[c:16]3[nH:17][c:18]([CH2:21][c:22]4[n:23][n:24][n:25][nH:26]4)[n:19][c:20]23)[cH:8][cH:9]1.[NH2:33][NH2:34].[OH2:32].[Pd:37]>>[NH2:1][c:4]1[cH:5][cH:6][c:7]([CH2:10][CH2:11][n:12]2[c:13](=[O:31])[n:14]([CH2:28][CH2:29][CH3:30])[c:15](=[O:27])[c:16]3[nH:17][c:18]([CH2:21][c:22]4[n:23][n:24][n:25][nH:26]4)[n:19][c:20]23)[cH:8][cH:9]1.